This data is from the Open Reaction Database (ORD), a public repository of structured organic reaction records. The task is: describe an organic reaction: reactants, conditions, products, and yield Yields the product CC(C)(C)OC(=O)N1CC2C=C(c3cnc(Cl)c(Cl)c3)CC2C1. Starting materials: CC(C)(C)OC(=O)N1CC2C=C([Sn](C)(C)C)CC2C1, CN1CCCC1=O, Clc1cc(I)cnc1Cl, c1ccc([As](c2ccccc2)c2ccccc2)cc1. Reaction SMILES: [CH3:29][Sn:30]([C:31]1=[CH:45][CH:34]2[CH:33]([CH2:32]1)[CH2:37][N:36]([C:38](=[O:39])[O:40][C:41]([CH3:42])([CH3:43])[CH3:44])[CH2:35]2)([CH3:46])[CH3:47].[CH3:48][N:49]1[CH2:50][CH2:51][CH2:52][C:53]1=[O:54].[Cl:1][c:2]1[n:3][cH:4][c:5]([I:9])[cH:6][c:7]1[Cl:8].[cH:10]1[cH:11][cH:12][c:13]([As:14]([c:15]2[cH:16][cH:17][cH:18][cH:19][cH:20]2)[c:21]2[cH:22][cH:23][cH:24][cH:25][cH:26]2)[cH:27][cH:28]1>>[Cl:1][c:2]1[n:3][cH:4][c:5]([C:31]2=[CH:45][CH:34]3[CH:33]([CH2:32]2)[CH2:37][N:36]([C:38](=[O:39])[O:40][C:41]([CH3:42])([CH3:43])[CH3:44])[CH2:35]3)[cH:6][c:7]1[Cl:8]. The reactants are CO, Nc1ccc(-c2cccc(OC(F)(F)F)c2)cc1[N+](=O)[O-]. The product is Nc1ccc(-c2cccc(OC(F)(F)F)c2)cc1N. Reaction SMILES: [CH3:22][OH:23].[N+:1]([O-:2])(=[O:3])[c:4]1[cH:5][c:6](-[c:11]2[cH:12][c:13]([O:17][C:18]([F:19])([F:20])[F:21])[cH:14][cH:15][cH:16]2)[cH:7][cH:8][c:9]1[NH2:10]>>[NH2:1][c:4]1[cH:5][c:6](-[c:11]2[cH:12][c:13]([O:17][C:18]([F:19])([F:20])[F:21])[cH:14][cH:15][cH:16]2)[cH:7][cH:8][c:9]1[NH2:10]. Starting materials: CN(C)CC1=CC=C(O1)CO (5-Dimethylaminomethyl-2-furanmethanol), NCCC1=CNC=N1.[H][H] (histamine H2), substituted pyrimidone, CN(C)CC1=CC=C(O1)CSCCN (2-(5-dimethylaminomethyl-2-furanylmethylthio)ethylamine), NCCS (cysteamine). The solvent is C(C)(=O)O (acetic acid). The product is CC1=CC(NC(=N1)CC=1C=NC=CC1)=O (6-methyl-3-pyridylmethyl-4-pyrimidone). As a reaction SMILES: C[N:2]([CH2:4][C:5]1O[C:8]([CH2:10]O)=[CH:7][CH:6]=1)[CH3:3].CN(CC1[O:20]C(CSCCN)=CC=1)C.NCCS.[NH2:30][CH2:31][CH2:32][C:33]1[N:37]=CN[CH:34]=1.[H][H]>C(O)(=O)C>[CH3:34][C:33]1[N:37]=[C:10]([CH2:8][C:7]2[CH:3]=[N:2][CH:4]=[CH:5][CH:6]=2)[NH:30][C:31](=[O:20])[CH:32]=1 |f:3.4|. Reported procedure: 5-Dimethylaminomethyl-2-furanmethanol can be converted into 2-(5-dimethylaminomethyl-2-furanylmethylthio)ethylamine by heating under reflux in acetic acid with cysteamine and can be further converted into various histamine H2 -antagonists for example, by reacting with a substituted pyrimidone to give 2-2-(5-dimethylaminomethyl-2-furanylmethylthio)ethylamino-5-(6-methyl-3-pyridylmethyl-4-pyrimidone by methods described in EP 3677. The reactants are C(C)N1N=CC=2C1=NC=C(C2NC2CCOCC2)C(=O)NNC(=O)OC(C)(C)C (Tert-butyl 2-{[1-ethyl-4-(tetrahydro-2H-pyran-4-ylamino)-1H-pyrazolo[3,4-b]pyridin-5-yl]carbonyl}hydrazinecarboxylate), solution, Cl (hydrochloric acid). Run in O1CCOCC1 (dioxane). Conditions: time 1 hour. Product: Cl.Cl.C(C)N1N=CC=2C1=NC=C(C2NC2CCOCC2)C(=O)NN (1-Ethyl-4-(tetrahydro-2H-pyran-4-ylamino)-1H-pyrazolo[3,4-b]pyridine-5-carbohydrazide dihydrochloride). As a reaction SMILES: [CH2:1]([N:3]1[C:7]2=[N:8][CH:9]=[C:10]([C:19]([NH:21][NH:22]C(OC(C)(C)C)=O)=[O:20])[C:11]([NH:12][CH:13]3[CH2:18][CH2:17][O:16][CH2:15][CH2:14]3)=[C:6]2[CH:5]=[N:4]1)[CH3:2].[ClH:30]>O1CCOCC1>[ClH:30].[ClH:30].[CH2:1]([N:3]1[C:7]2=[N:8][CH:9]=[C:10]([C:19]([NH:21][NH2:22])=[O:20])[C:11]([NH:12][CH:13]3[CH2:14][CH2:15][O:16][CH2:17][CH2:18]3)=[C:6]2[CH:5]=[N:4]1)[CH3:2] |f:3.4.5|. Procedure: Intermediate 18 (1.39 g) was treated with a 4M solution of hydrochloric acid in dioxane (8 ml) and the mixture stirred under nitrogen for 1 h. Concentration in vacuo afforded Intermediate 19 as a white solid (1.17 g). LCMS showed MH+=305; TRET=2.04 min. The reactants are CC(C)(O)c1cccc(CBr)n1, CN(C)C=O, ClCCl, [N-]=[N+]=[N-], [Na+]. Product: CC(C)(O)c1cccc(CN=[N+]=[N-])n1. RXN SMILES: [Br:1][CH2:2][c:3]1[n:4][c:5]([C:9]([CH3:10])([CH3:11])[OH:12])[cH:6][cH:7][cH:8]1.[CH3:20][N:21]([CH3:22])[CH:23]=[O:24].[Cl:17][CH2:18][Cl:19].[N-:14]=[N+:15]=[N-:16].[Na+:13]>>[CH2:2]([c:3]1[n:4][c:5]([C:9]([CH3:10])([CH3:11])[OH:12])[cH:6][cH:7][cH:8]1)[N:14]=[N+:15]=[N-:16]. The reactants are c1ccc(CN2CCc3[nH]c4cc(-c5ccccc5)ccc4c3CC2)cc1, CC(=O)O, CCO. Product: c1ccc(-c2ccc3c4c([nH]c3c2)CCNCC4)cc1. RXN SMILES: [CH2:1]([c:2]1[cH:3][cH:4][cH:5][cH:6][cH:7]1)[N:8]1[CH2:9][CH2:10][c:11]2[nH:12][c:13]3[cH:14][c:15](-[c:22]4[cH:23][cH:24][cH:25][cH:26][cH:27]4)[cH:16][cH:17][c:18]3[c:19]2[CH2:20][CH2:21]1.[CH3:28][C:29](=[O:30])[OH:31].[CH3:32][CH2:33][OH:34]>>[NH:8]1[CH2:9][CH2:10][c:11]2[nH:12][c:13]3[cH:14][c:15](-[c:22]4[cH:23][cH:24][cH:25][cH:26][cH:27]4)[cH:16][cH:17][c:18]3[c:19]2[CH2:20][CH2:21]1. Starting materials: [N+](=O)([O-])C1=CC=C(C(=O)N2CC=3N(CC4=C2OC=C4)C=CC3)C=C1 (9,10-dihydro-10-(4-nitrobenzoyl)-4H-furo[2,3-e]pyrrolo[1,2-a][1,4]diazepine), NN (hydrazine). The reagents and catalysts are [Pd] (Pd/C). Run in C(C)O (ethyl alcohol). Yields the product NC1=CC=C(C(=O)N2CC=3N(CC4=C2OC=C4)C=CC3)C=C1 (9,10-Dihydro-10-(4-aminobenzoyl)-4H-furo[2,3-e]pyrrolo[1,2-a][1,4]diazepine). Reaction SMILES: [N+:1]([C:4]1[CH:24]=[CH:23][C:7]([C:8]([N:10]2[C:16]3[O:17][CH:18]=[CH:19][C:15]=3[CH2:14][N:13]3[CH:20]=[CH:21][CH:22]=[C:12]3[CH2:11]2)=[O:9])=[CH:6][CH:5]=1)([O-])=O.NN>C(O)C.[Pd]>[NH2:1][C:4]1[CH:24]=[CH:23][C:7]([C:8]([N:10]2[C:16]3[O:17][CH:18]=[CH:19][C:15]=3[CH2:14][N:13]3[CH:20]=[CH:21][CH:22]=[C:12]3[CH2:11]2)=[O:9])=[CH:6][CH:5]=1. Procedure details: To a solution of 1 mmol of 9,10-dihydro-10-(4-nitrobenzoyl)-4H-furo[2,3-e]pyrrolo[1,2-a][1,4]diazepine in 20 ml of ethyl alcohol is added 0.2 g of 10% Pd/C and 2.5 mmol of hydrazine followed by stirring and heating under reflux for 3 hours. The room temperature reaction mixture is filtered through diatomaceous earth and the filtrate concentrated in vacuo. The residue is dissolved in methylene chloride and passed through a thin pad of hydrous magnesium silicate. The filtrate is concentrated in va...